Dataset: the Open Reaction Database (ORD), a public repository of structured organic reaction records. Task: describe an organic reaction: reactants, conditions, products, and yield The reactants are O=C([O-])[O-], C1COCCN1, COC(=O)c1c(F)ccc2c1CC(C)(C)C(c1cccc(Br)c1)N2, CN(C)CC(=O)O, CS(C)=O, Cl, [Cu]I, [K+], [K+]. Yields the product COC(=O)c1c(F)ccc2c1CC(C)(C)C(c1cccc(N3CCOCC3)c1)N2. As a reaction SMILES: [C:39](=[O:40])([O-:41])[O-:42].[CH2:25]1[CH2:26][O:27][CH2:28][CH2:29][NH:30]1.[CH3:1][O:2][C:3](=[O:4])[c:5]1[c:6]2[c:11]([cH:12][cH:13][c:14]1[F:15])[NH:10][CH:9]([c:16]1[cH:17][c:18]([Br:22])[cH:19][cH:20][cH:21]1)[C:8]([CH3:23])([CH3:24])[CH2:7]2.[CH3:32][N:33]([CH3:34])[CH2:35][C:36]([OH:37])=[O:38].[CH3:45][S:46](=[O:47])[CH3:48].[ClH:31].[Cu:49][I:50].[K+:43].[K+:44]>>[CH3:1][O:2][C:3](=[O:4])[c:5]1[c:6]2[c:11]([cH:12][cH:13][c:14]1[F:15])[NH:10][CH:9]([c:16]1[cH:17][c:18]([N:30]3[CH2:25][CH2:26][O:27][CH2:28][CH2:29]3)[cH:19][cH:20][cH:21]1)[C:8]([CH3:23])([CH3:24])[CH2:7]2. Starting materials: NC1=CC=C(C[C@H](NC(=O)OCC2C3=CC=CC=C3C=3C=CC=CC23)C(=O)O)C=C1 (4-Amino-N-[(9H-fluoren-9-ylmethoxy)carbonyl]-L-phenylalanine), NC1=CC=C(C[C@H](NC(=O)OCC2C3=CC=CC=C3C=3C=CC=CC23)C(=O)O)C=C1 (4-amino-N-[(9H-fluoren-9-ylmethoxy)carbonyl]-L-phenylalanine), CC1=C(C(=CC(=C1)C)C)S(=O)(=O)Cl (2,4,6-trimethylphenylsulfonyl chloride). The solvent is N1=CC=CC=C1 (pyridine). Conditions: temperature 0 celsius, time 2 hour. Product: CC1=C(C(=CC(=C1)C)C)S(=O)(=O)NC1=CC=C(C[C@H](N)C(=O)O)C=C1 (4-[[(2,4,6-trimethylphenyl)sulfonyl]amino]-L-phenylalanine). Reaction SMILES: [NH2:1][C:2]1[CH:30]=[CH:29][C:5]([CH2:6][C@@H:7]([C:26]([OH:28])=[O:27])[NH:8]C(OCC2C3C=CC=CC=3C3C2=CC=CC=3)=O)=[CH:4][CH:3]=1.[CH3:31][C:32]1[CH:37]=[C:36]([CH3:38])[CH:35]=[C:34]([CH3:39])[C:33]=1[S:40](Cl)(=[O:42])=[O:41]>N1C=CC=CC=1>[CH3:31][C:32]1[CH:37]=[C:36]([CH3:38])[CH:35]=[C:34]([CH3:39])[C:33]=1[S:40]([NH:1][C:2]1[CH:3]=[CH:4][C:5]([CH2:6][C@@H:7]([C:26]([OH:28])=[O:27])[NH2:8])=[CH:29][CH:30]=1)(=[O:41])=[O:42]. Procedure details: 4-Amino-N-[(9H-fluoren-9-ylmethoxy)carbonyl]-L-phenylalanine on Wang resin (3.0 g, 2.28 mmol) obtained from Example 62 was suspended in pyridine (15 mL), the slurry was cooled to 0° C. and 2,4,6-trimethylphenylsulfonyl chloride (2.49 g, 11.4 mmol) was added. The resulting mixture was agitated for 2 hr. The mixture was filtered and washed with dichloromethane and methanol. The coupling procedure was repeated. The resulting resin was treated with 25% piperidine in N-methylpyrrolidinone (2×15 min) ... The reactants are [Cl-].[NH4+] (ammonium chloride), O([Si](C1=CC=CC=C1)(C1=CC=CC=C1)C(C)(C)C)CCOC1=CC=C(C=C1)C=1N=C2N(C=C(C=C2)I)C1 (2-[4′-(2″-t-butyldiphenylsiloxyethoxy)phenyl]-6-iodoimidazo[1,2-a]pyridine), O (water), solution, [F-].C(CCC)[N+](CCCC)(CCCC)CCCC (tetrabutylammoniumfluoride). Run in O1CCCC1 (tetrahydrofuran), C(C)#N (acetonitrile), O1CCCC1 (tetrahydrofuran). Reaction conditions: time 2 hour. Product: OCCOC1=CC=C(C=C1)C=1N=C2N(C=C(C=C2)I)C1 (2-[4′-(2″-hydroxyethoxy)phenyl]-6-iodoimidazo[1,2-a]pyridine). Yield: 100.0%. Reaction SMILES: [O:1]([CH2:19][CH2:20][O:21][C:22]1[CH:27]=[CH:26][C:25]([C:28]2[N:29]=[C:30]3[CH:35]=[CH:34][C:33]([I:36])=[CH:32][N:31]3[CH:37]=2)=[CH:24][CH:23]=1)[Si](C(C)(C)C)(C1C=CC=CC=1)C1C=CC=CC=1.[F-].C([N+](CCCC)(CCCC)CCCC)CCC.[Cl-].[NH4+].O>O1CCCC1.C(#N)C>[OH:1][CH2:19][CH2:20][O:21][C:22]1[CH:27]=[CH:26][C:25]([C:28]2[N:29]=[C:30]3[CH:35]=[CH:34][C:33]([I:36])=[CH:32][N:31]3[CH:37]=2)=[CH:24][CH:23]=1 |f:1.2,3.4|. Procedure details: 368 mg (corresponding to 0.595 mmol) of 2-[4′-(2″-t-butyldiphenylsiloxyethoxy)phenyl]-6-iodoimidazo[1,2-a]pyridine was dissolved in 1.0 mL of tetrahydrofuran (THF), and 0.70 mL of a 1.0 mol/L solution in tetrahydrofuran of tetrabutylammoniumfluoride (TBAF) was added thereto. After the reaction mixture was stirred at room temperature for 2 hours, ammonium chloride aqueous solution was added, followed by addition of 5.0 mL of water and 2.0 mL of acetonitrile. Then precipitates were filtered. The f... Starting materials: CC(C)(C)OC(=O)N1CC(O)C(NC(=O)OCc2ccccc2)C1, C1COCCO1, ClC(Cl)Cl, Cl. Yields the product O=C(NC1CNCC1O)OCc1ccccc1, Cl. As a reaction SMILES: [CH2:1]([c:2]1[cH:3][cH:4][cH:5][cH:6][cH:7]1)[O:8][C:9](=[O:10])[NH:11][CH:12]1[CH2:13][N:14]([C:18]([O:19][C:20]([CH3:21])([CH3:22])[CH3:23])=[O:24])[CH2:15][CH:16]1[OH:17].[CH2:30]1[O:31][CH2:32][CH2:33][O:34][CH2:35]1.[CH:26]([Cl:27])([Cl:28])[Cl:29].[ClH:25]>>[CH2:1]([c:2]1[cH:3][cH:4][cH:5][cH:6][cH:7]1)[O:8][C:9](=[O:10])[NH:11][CH:12]1[CH2:13][NH:14][CH2:15][CH:16]1[OH:17].[ClH:25]. The reactants are FC=1C(=C2NC(C(=[N+](C2=CC1)[O-])C#N)=O)C (6-fluoro-5-methyl-3-oxo-3,4-dihydro-2-quinoxalinecarbonitrile 1-oxide), S(=O)([O-])S(=O)[O-].[Na+].[Na+] (sodium dithionite), Cl (HCl), [OH-].[Na+] (Sodium hydroxide), C#N (HCN). Run in C(C)O (ethanol), O (water). Run at time 45 minute. The product is FC1=CC=C2N=CC(NC2=C1C)=O (7-Fluoro-8-methyl-2(1H)-quinoxalinone). Isolated yield 81.1%. Reaction SMILES: [F:1][C:2]1[C:3]([CH3:16])=[C:4]2[C:9](=[CH:10][CH:11]=1)[N+:8]([O-])=[C:7](C#N)[C:6](=[O:15])[NH:5]2.S(S([O-])=O)([O-])=O.[Na+].[Na+].C#N.Cl.[OH-].[Na+]>C(O)C.O>[F:1][C:2]1[C:3]([CH3:16])=[C:4]2[C:9]([N:8]=[CH:7][C:6](=[O:15])[NH:5]2)=[CH:10][CH:11]=1 |f:1.2.3,6.7|. Procedure: A mixture of 6-fluoro-5-methyl-3-oxo-3,4-dihydro-2-quinoxalinecarbonitrile 1-oxide (15.9 g, 71.8 mmol) and sodium dithionite (36.7 g, 179.6 mmol) in ethanol (200 ml) and water (400 ml) was heated under reflux for 1 h, with a flow of argon over the top of the condenser leading to a bleach-filled bottle to trap HCN. The cooled mixture was carefully acidified to pH1 with dilute HCl and the mixture was stirred for 45 min at RT. Sodium hydroxide (50% aqueous) was then added to give pH˜11 and the mixt... The reactants are C(C1=CC=CC=C1)OC1=NN(C=C1C=O)C1=CC=CC=C1 (3-Benzyloxy-1-phenyl-1H-pyrazole-4-carbaldehyde). The reagents and catalysts are [Pd] (palladium on carbon). Run in O1CCCC1 (tetrahydrofuran). The product is OC1=NN(C=C1C=O)C1=CC=CC=C1 (3-hydroxy-1-phenyl-1H-pyrazole-4-carbaldehyde). Isolated yield 78.9%. RXN SMILES: C([O:8][C:9]1[C:13]([CH:14]=[O:15])=[CH:12][N:11]([C:16]2[CH:21]=[CH:20][CH:19]=[CH:18][CH:17]=2)[N:10]=1)C1C=CC=CC=1>[Pd].O1CCCC1>[OH:8][C:9]1[C:13]([CH:14]=[O:15])=[CH:12][N:11]([C:16]2[CH:17]=[CH:18][CH:19]=[CH:20][CH:21]=2)[N:10]=1. Procedure details: 3-Benzyloxy-1-phenyl-1H-pyrazole-4-carbaldehyde (0.30 g), 5% palladium on carbon (0.50 g) and tetrahydrofuran (10 mL) were subjected to catalytic reduction under a hydrogen atmosphere and atmospheric pressure. The catalyst was filtered off and the filtrate was concentrated to give 3-hydroxy-1-phenyl-1H-pyrazole-4-carbaldehyde as colorless crystals (0.16 g, yield 76%). Recrystallization from ethyl acetate-hexane gave colorless prism crystals. melting point: 196-197° C.